From a dataset of the Open Reaction Database (ORD), a public repository of structured organic reaction records. describe an organic reaction: reactants, conditions, products, and yield Reactants: ClCCl, O=CO, O=C(c1ccccc1)c1cc(Cl)ccc1C#CCN1C(=O)c2ccccc2C1=O. Product: O=C(CCN1C(=O)c2ccccc2C1=O)c1ccc(Cl)cc1C(=O)c1ccccc1. RXN SMILES: [CH2:33]([Cl:34])[Cl:35].[CH:30](=[O:31])[OH:32].[Cl:1][c:2]1[cH:3][c:4]([C:22]([c:23]2[cH:24][cH:25][cH:26][cH:27][cH:28]2)=[O:29])[c:5]([C:8]#[C:9][CH2:10][N:11]2[C:12](=[O:21])[c:13]3[c:14]([cH:17][cH:18][cH:19][cH:20]3)[C:15]2=[O:16])[cH:6][cH:7]1>>[Cl:1][c:2]1[cH:3][c:4]([C:22]([c:23]2[cH:24][cH:25][cH:26][cH:27][cH:28]2)=[O:29])[c:5]([C:8]([CH2:9][CH2:10][N:11]2[C:12](=[O:21])[c:13]3[c:14]([cH:17][cH:18][cH:19][cH:20]3)[C:15]2=[O:16])=[O:31])[cH:6][cH:7]1. The reactants are C1=CC=CC=C1 (Benzene), N1C=NC=C1 (Imidazole), [Si](C)(C)(C(C)(C)C)Cl (tert-butyldimethylsilyl chloride), OC[C@H]1CCCC(N1)=O ((R)-6-hydroxymethyl-piperidin-2-one). Run in CCOC(=O)C (EtOAc), CN(C)C=O (DMF). Reaction conditions: time 20 hour. Product: [Si](C)(C)(C(C)(C)C)OC[C@H]1CCCC(N1)=O ((R)-6-(tert-butyldimethylsilanyloxymethyl)-piperidin-2-one). Yield: 97.7%. RXN SMILES: N1C=CN=C1.[Si:6](Cl)([C:9]([CH3:12])([CH3:11])[CH3:10])([CH3:8])[CH3:7].[OH:14][CH2:15][C@@H:16]1[NH:21][C:20](=[O:22])[CH2:19][CH2:18][CH2:17]1.C1C=CC=CC=1>CN(C=O)C.CCOC(C)=O>[Si:6]([O:14][CH2:15][C@@H:16]1[NH:21][C:20](=[O:22])[CH2:19][CH2:18][CH2:17]1)([C:9]([CH3:12])([CH3:11])[CH3:10])([CH3:8])[CH3:7]. Reported procedure: Imidazole (773 mg, 11.4 mmol) and tert-butyldimethylsilyl chloride (787 mg, 5.22 mmol) were added sequentially to a solution of (R)-6-hydroxymethyl-piperidin-2-one (prepared from D-α-aminoadipic acid according to Huang, et al., Synth. Commun. 1989, 19, 3485–3496, 613 mg, 4.75 mmol) in DMF (8 mL) at 0° C. The reaction mixture was allowed to warm to rt and was stirred at rt for 20 h. Benzene and EtOAc (3:7, 200 mL) was added and the solution was washed with brine (3×50 mL). The organic phase was d... The reactants are CC#N, CCCC=C1CCNCC1, CC(CI)CN1C(=O)CCc2ccccc21. Product: CCCC=C1CCN(CC(C)CN2C(=O)CCc3ccccc32)CC1. Reaction SMILES: [CH3:27][C:28]#[N:29].[CH:17]([CH2:18][CH2:19][CH3:20])=[C:21]1[CH2:22][CH2:23][NH:24][CH2:25][CH2:26]1.[I:1][CH2:2][CH:3]([CH2:4][N:5]1[C:6](=[O:15])[CH2:7][CH2:8][c:9]2[cH:10][cH:11][cH:12][cH:13][c:14]21)[CH3:16]>>[CH2:2]([CH:3]([CH2:4][N:5]1[C:6](=[O:15])[CH2:7][CH2:8][c:9]2[cH:10][cH:11][cH:12][cH:13][c:14]21)[CH3:16])[N:24]1[CH2:23][CH2:22][C:21](=[CH:17][CH2:18][CH2:19][CH3:20])[CH2:26][CH2:25]1. Starting materials: [BH4-], CCO, CO, N#Cc1c(Oc2cc(NC(=O)C(F)(F)F)c(F)cc2Cl)ccc2nc(NC(=O)C3CC3)sc12, [Na+]. Reaction SMILES: [BH4-:1].[CH3:38][CH2:39][OH:40].[CH3:3][OH:4].[Cl:5][c:6]1[c:7]([O:8][c:9]2[c:10]([C:24]#[N:25])[c:11]3[c:12]([n:13][c:14]([NH:16][C:17](=[O:18])[CH:19]4[CH2:20][CH2:21]4)[s:15]3)[cH:22][cH:23]2)[cH:26][c:27]([NH:31][C:32](=[O:33])[C:34]([F:35])([F:36])[F:37])[c:28]([F:30])[cH:29]1.[Na+:2]>>[Cl:5][c:6]1[c:7]([O:8][c:9]2[c:10]([C:24]#[N:25])[c:11]3[c:12]([n:13][c:14]([NH:16][C:17](=[O:18])[CH:19]4[CH2:20][CH2:21]4)[s:15]3)[cH:22][cH:23]2)[cH:26][c:27]([NH2:31])[c:28]([F:30])[cH:29]1. Product: N#Cc1c(Oc2cc(N)c(F)cc2Cl)ccc2nc(NC(=O)C3CC3)sc12. The reactants are BrC=1C=C(C(=NC1)Cl)[N+](=O)[O-] (5-bromo-2-chloro-3-nitropyridine), COCCCN (3-methoxypropylamine). Solvent: CS(=O)C (DMSO), O (water). Reaction conditions: temperature 60 celsius, time 2.5 hour. Yields the product BrC=1C=C(C(=NC1)NCCCOC)[N+](=O)[O-] (5-bromo-N-(3-methoxypropyl)-3-nitropyridin-2-amine). Reaction SMILES: [Br:1][C:2]1[CH:3]=[C:4]([N+:9]([O-:11])=[O:10])[C:5](Cl)=[N:6][CH:7]=1.[CH3:12][O:13][CH2:14][CH2:15][CH2:16][NH2:17]>CS(C)=O.O>[Br:1][C:2]1[CH:3]=[C:4]([N+:9]([O-:11])=[O:10])[C:5]([NH:17][CH2:16][CH2:15][CH2:14][O:13][CH3:12])=[N:6][CH:7]=1. Procedure: To a 100 mL round bottom flask containing 5-bromo-2-chloro-3-nitropyridine (5.12 g, 21.6 mmol) in DMSO (20.5 mL) was added 3-methoxypropylamine (4.40 mL, 43.1 mmol) dropwise. The reaction was heated to 60° C. and monitored with TLC and LC-MS. After 2.5 h, LC-MS showed that the reaction was complete. The mixture was cooled to rt then diluted with water. After extracting three times with EtOAc, the organic layers were combined then washed with brine and dried over anhydrous magnesium sulfate. Afte... The reactants are C(C1=CC=CC=C1)OC[C@@H]1OCCC[C@H]1O (trans-2-benzyloxymethyltetrahydropyran-3-ol), O1CCCC=C1 (dihydropyran), C1(=CC=C(C=C1)S(=O)(=O)[O-])C.[NH+]1=CC=CC=C1 (pyridinium p-toluenesulfonate). Solvent: C(Cl)Cl (methylene chloride). Run at time 4 hour. The product is C(C1=CC=CC=C1)OC[C@@H]1OCCC[C@H]1OC1OCCCC1 (trans-2-Benzyloxymethyl-3-(tetrahydropyran-2-yloxy)tetrahydropyran). RXN SMILES: [CH2:1]([O:8][CH2:9][C@H:10]1[C@H:15]([OH:16])[CH2:14][CH2:13][CH2:12][O:11]1)[C:2]1[CH:7]=[CH:6][CH:5]=[CH:4][CH:3]=1.[O:17]1[CH:22]=[CH:21][CH2:20][CH2:19][CH2:18]1.C1(C)C=CC(S([O-])(=O)=O)=CC=1.[NH+]1C=CC=CC=1>C(Cl)Cl>[CH2:1]([O:8][CH2:9][C@H:10]1[C@H:15]([O:16][CH:18]2[CH2:19][CH2:20][CH2:21][CH2:22][O:17]2)[CH2:14][CH2:13][CH2:12][O:11]1)[C:2]1[CH:3]=[CH:4][CH:5]=[CH:6][CH:7]=1 |f:2.3|. Procedure details: 2.22 g of dl-trans-2-benzyloxymethyltetrahydropyran-3-ol (prepared as described in Preparation 2), 2.65 ml of dihydropyran and 0.05 g of pyridinium p-toluenesulfonate were dissolved in 40 ml of methylene chloride, and the mixture was stirred at room temperature for 4 hours. The solvent was then distilled off to give a residue, which was subjected to column chromatography through 80 g of silica gel. Those fractions eluted with mixtures of hexane and diethyl ether ranging from 6:1 to 5:1 by volume... The reactants are NC1=CC=C(C[C@@H]2NC(OC2)=O)C=C1 ((S)-4-(4-aminobenzyl)-1,3-oxazolidin-2-one), stannous chloride dihydrate, aqueous solution, N(=O)[O-].[Na+] (sodium nitrite), [OH-].[Na+] (sodium hydroxide). The solvent is O (water), Cl (hydrochloric acid), O (water), Cl (hydrochloric acid). The product is N(N)C1=CC=C(C[C@@H]2NC(OC2)=O)C=C1 ((S)-4-(4-hydrazinobenzyl)-1,3-oxazolidin-2-one). As a reaction SMILES: [NH2:1][C:2]1[CH:14]=[CH:13][C:5]([CH2:6][C@H:7]2[CH2:11][O:10][C:9](=[O:12])[NH:8]2)=[CH:4][CH:3]=1.[N:15]([O-])=O.[Na+].[OH-].[Na+]>O.Cl>[NH:1]([C:2]1[CH:14]=[CH:13][C:5]([CH2:6][C@H:7]2[CH2:11][O:10][C:9](=[O:12])[NH:8]2)=[CH:4][CH:3]=1)[NH2:15] |f:1.2,3.4|. Procedure: A mixture of (S)-4-(4-aminobenzyl)-1,3-oxazolidin-2-one (100 gms) and concentrated hydrochloric acid (250 ml) in water (500 ml) was treated with an 50% aqueous solution of sodium nitrite (46 gms) at −5 to 10° C. Upon completion of the reaction, as monitored by TLC, the reaction mass was further treated with stannous chloride dihydrate (420 gms) dissolved in concentrated hydrochloric acid (500 ml) and water (544 ml) at −15 to 10° C. When the reaction was complete, as monitored by HPLC, the pH of ... Product: COc1ccc(NC(=O)CCc2ccc(OCCCCCc3ccccc3)cc2)cc1C(=O)O. As a reaction SMILES: [CH3:1][O:2][c:3]1[c:4]([C:5](=[O:6])[O:7][CH3:8])[cH:9][c:10]([NH:13][C:14]([CH2:15][CH2:16][c:17]2[cH:18][cH:19][c:20]([O:23][CH2:24][CH2:25][CH2:26][CH2:27][CH2:28][c:29]3[cH:30][cH:31][cH:32][cH:33][cH:34]3)[cH:21][cH:22]2)=[O:35])[cH:11][cH:12]1.[CH3:39][OH:40].[ClH:38].[Na+:37].[O:41]1[CH2:42][CH2:43][CH2:44][CH2:45]1.[OH-:36]>>[CH3:1][O:2][c:3]1[c:4]([C:5](=[O:6])[OH:7])[cH:9][c:10]([NH:13][C:14]([CH2:15][CH2:16][c:17]2[cH:18][cH:19][c:20]([O:23][CH2:24][CH2:25][CH2:26][CH2:27][CH2:28][c:29]3[cH:30][cH:31][cH:32][cH:33][cH:34]3)[cH:21][cH:22]2)=[O:35])[cH:11][cH:12]1. Starting materials: COC(=O)c1cc(NC(=O)CCc2ccc(OCCCCCc3ccccc3)cc2)ccc1OC, CO, Cl, [Na+], C1CCOC1, [OH-]. Reactants: CN (methylamine), Br.CC1=NSC(=C1C(=O)OCCC)NC(=O)OC1=CC=CC=C1 (3-methyl-5-phenoxycarbonylamino-4-n-propoxycarbonylisothiazole hydrobromide). Run in C(C)O (ethanol). Product: CNC(NC1=C(C(=NS1)C)C(=O)OCCC)=O (3-methyl-1-(3-methyl-4-n-propoxycarbonylisothiazol-5-yl)urea). RXN SMILES: [CH3:1][NH2:2].Br.[CH3:4][C:5]1[C:9]([C:10]([O:12][CH2:13][CH2:14][CH3:15])=[O:11])=[C:8]([NH:16][C:17]([O:19]C2C=CC=CC=2)=O)[S:7][N:6]=1>C(O)C>[CH3:1][NH:2][C:17](=[O:19])[NH:16][C:8]1[S:7][N:6]=[C:5]([CH3:4])[C:9]=1[C:10]([O:12][CH2:13][CH2:14][CH3:15])=[O:11] |f:1.2|. Procedure: A solution of methylamine in ethanol (33% w/v; 50 ml.) was added, cautiously with swirling, to 3-methyl-5-phenoxycarbonylamino-4-n-propoxycarbonylisothiazole hydrobromide (16 g.). When the initial exothermic reaction had subsided, the mixture was heated to reflux for 15 minutes, cooled and filtered. The solid was washed with water, and dried to give 3-methyl-1-(3-methyl-4-n-propoxycarbonylisothiazol-5-yl)urea (7.3 g.), m.p. 191° C.